From a dataset of the Open Reaction Database (ORD), a public repository of structured organic reaction records. describe an organic reaction: reactants, conditions, products, and yield Reactants: CCN(CC)C(=O)CCC(=O)OCCl, CC(C)=O, [I-], [Na+]. Product: CCN(CC)C(=O)CCC(=O)OCI. As a reaction SMILES: [CH2:3]([CH3:4])[N:5]([C:6]([CH2:7][CH2:8][C:9](=[O:10])[O:11][CH2:12][Cl:13])=[O:14])[CH2:15][CH3:16].[CH3:17][C:18](=[O:19])[CH3:20].[I-:2].[Na+:1]>>[I:2][CH2:12][O:11][C:9]([CH2:8][CH2:7][C:6]([N:5]([CH2:3][CH3:4])[CH2:15][CH3:16])=[O:14])=[O:10]. Reactants: OCCCCCCCCCCCCCCCC(=O)O (16-hydroxyhexadecanoic acid), Br (hydrogen bromide), S(O)(O)(=O)=O (sulfuric acid). Solvent: C(C)(=O)O (acetic acid). The product is BrCCCCCCCCCCCCCCCC(=O)O (16-bromohexadecanoic acid). Reaction SMILES: O[CH2:2][CH2:3][CH2:4][CH2:5][CH2:6][CH2:7][CH2:8][CH2:9][CH2:10][CH2:11][CH2:12][CH2:13][CH2:14][CH2:15][CH2:16][C:17]([OH:19])=[O:18].[BrH:20].S(=O)(=O)(O)O>C(O)(=O)C>[Br:20][CH2:2][CH2:3][CH2:4][CH2:5][CH2:6][CH2:7][CH2:8][CH2:9][CH2:10][CH2:11][CH2:12][CH2:13][CH2:14][CH2:15][CH2:16][C:17]([OH:19])=[O:18]. Reported procedure: A mixture of 18 g. of 16-hydroxyhexadecanoic acid and 160 g. of 30-32% hydrogen bromide in acetic acid is treated with 32 ml. of concentrated sulfuric acid and stirred at ambient temperature for 18 hours. The solution is stirred under reflux for 7 hours and then poured into 500 ml. of ice-water and filtered. A methylene chloride solution of the product is Darco clarified, dried over magnesium sulfate, and evaporated. Crystallization of the residue from ether-petroleum ether and then acetonitrile... The reactants are C(=O)C1=C(NC(=C1C)C)C(=O)OC (methyl 3-formyl-4,5-dimethylpyrrole-2-carboxylate), C1(CCCCC1)CBr (cyclohexylmethyl bromide). The product is C1(CCCCC1)CN1C(=C(C(=C1C)C)C=O)C(=O)OC (Methyl 1-cyclohexylmethyl-3-formyl-4,5-dimethylpyrrole-2-carboxylate). Reaction SMILES: [CH:1]([C:3]1[C:7]([CH3:8])=[C:6]([CH3:9])[NH:5][C:4]=1[C:10]([O:12][CH3:13])=[O:11])=[O:2].[CH:14]1([CH2:20]Br)[CH2:19][CH2:18][CH2:17][CH2:16][CH2:15]1>>[CH:14]1([CH2:20][N:5]2[C:6]([CH3:9])=[C:7]([CH3:8])[C:3]([CH:1]=[O:2])=[C:4]2[C:10]([O:12][CH3:13])=[O:11])[CH2:19][CH2:18][CH2:17][CH2:16][CH2:15]1. Procedure: The title compound was prepared as an orange oil in 79.60% yeild in a similar procedure to that described in Referential Example 9 by using methyl 3-formyl-4,5-dimethylpyrrole-2-carboxylate and cyclohexylmethyl bromide. The reactants are ClC1=CC=C(C=C1)NC1CCN(CC1)C1C(CCCC1)=O ((+/−)-2-[4-(4-chloro-phenylamino)-piperidin-1-yl]-cyclohexanone), COC1=CC=C(C=C1)S(=O)(=O)Cl (4-methoxy-benzensulfonyl chloride). Yields the product ClC1=CC=C(C=C1)N(S(=O)(=O)C1=CC=C(C=C1)OC)C1CCN(CC1)C1C(CCCC1)=O ((+/−)-N-(4-chloro-phenyl)-4-methoxy-N-[1-(2-oxo-cyclohexyl)-piperidin-4-yl]-benzenesulfonamide). As a reaction SMILES: [Cl:1][C:2]1[CH:7]=[CH:6][C:5]([NH:8][CH:9]2[CH2:14][CH2:13][N:12]([CH:15]3[CH2:20][CH2:19][CH2:18][CH2:17][C:16]3=[O:21])[CH2:11][CH2:10]2)=[CH:4][CH:3]=1.[CH3:22][O:23][C:24]1[CH:29]=[CH:28][C:27]([S:30](Cl)(=[O:32])=[O:31])=[CH:26][CH:25]=1>>[Cl:1][C:2]1[CH:3]=[CH:4][C:5]([N:8]([CH:9]2[CH2:10][CH2:11][N:12]([CH:15]3[CH2:20][CH2:19][CH2:18][CH2:17][C:16]3=[O:21])[CH2:13][CH2:14]2)[S:30]([C:27]2[CH:26]=[CH:25][C:24]([O:23][CH3:22])=[CH:29][CH:28]=2)(=[O:32])=[O:31])=[CH:6][CH:7]=1. Reported procedure: The title compound, MS (ISP): m/e=555.3 (M+H+), was prepared as for example 99, steps (A) to (F). Step (B) was performed using 4-chloro-aniline, and yielded (+/−)-trans-2-[4-(4-chloro-phenylamino)-piperidin-1-yl]-cyclohexanol, which was oxidized to (+/−)-2-[4-(4-chloro-phenylamino)-piperidin-1-yl]-cyclohexanone in step (C). This was then reacted with 4-methoxy-benzensulfonyl chloride in step (D), yielding (+/−)-N-(4-chloro-phenyl)-4-methoxy-N-[1-(2-oxo-cyclohexyl)-piperidin-4-yl]-benzenesulfonam...